This data is from the Open Reaction Database (ORD), a public repository of structured organic reaction records. The task is: describe an organic reaction: reactants, conditions, products, and yield Starting materials: CCN(C(C)C)C(C)C, Nc1cccc(Cl)c1, Nc1ccc(C(=O)O)cc1[N+](=O)[O-], [Na+], O=C([O-])O, CN(C)C=O. Product: Nc1ccc(C(=O)Nc2cccc(Cl)c2)cc1[N+](=O)[O-]. RXN SMILES: [CH:22]([N:23]([CH2:24][CH3:25])[CH:26]([CH3:27])[CH3:28])([CH3:29])[CH3:30].[Cl:14][c:15]1[cH:16][c:17]([NH2:18])[cH:19][cH:20][cH:21]1.[NH2:1][c:2]1[c:3]([N+:11](=[O:12])[O-:13])[cH:4][c:5]([C:6](=[O:7])[OH:8])[cH:9][cH:10]1.[Na+:35].[O-:31][C:32]([OH:33])=[O:34].[O:36]=[CH:37][N:38]([CH3:39])[CH3:40]>>[NH2:1][c:2]1[c:3]([N+:11](=[O:12])[O-:13])[cH:4][c:5]([C:6](=[O:8])[NH:18][c:17]2[cH:16][c:15]([Cl:14])[cH:21][cH:20][cH:19]2)[cH:9][cH:10]1.